This data is from the Open Reaction Database (ORD), a public repository of structured organic reaction records. The task is: describe an organic reaction: reactants, conditions, products, and yield Starting materials: C(=O)(C(F)(F)F)O (TFA), C(#N)C1=C(C=C(C=N1)NCC(C(=O)NC)NC(OC(C)(C)C)=O)NC1=NC(=CC(=C1)C)C (tert-butyl [3-({6-cyano-5-[(4,6-dimethylpyridin-2-yl)amino]pyridin-3-yl}amino)-1-(methylamino)-1-oxopropan-2-yl]carbamate). Run in C(Cl)Cl (DCM). Run at time 30 minute. Yields the product C(#N)C1=C(C=C(C=N1)NC[C@H](N)C(=O)NC)NC1=NC(=CC(=C1)C)C (3-({6-cyano-5-[(4,6-dimethylpyridin-2-yl)amino]pyridin-3-yl}amino)-N-methylalaninamide). Reaction SMILES: C(O)(C(F)(F)F)=O.[C:8]([C:10]1[N:15]=[CH:14][C:13]([NH:16][CH2:17][CH:18]([NH:23]C(=O)OC(C)(C)C)[C:19]([NH:21][CH3:22])=[O:20])=[CH:12][C:11]=1[NH:31][C:32]1[CH:37]=[C:36]([CH3:38])[CH:35]=[C:34]([CH3:39])[N:33]=1)#[N:9]>C(Cl)Cl>[C:8]([C:10]1[N:15]=[CH:14][C:13]([NH:16][CH2:17][C@@H:18]([C:19]([NH:21][CH3:22])=[O:20])[NH2:23])=[CH:12][C:11]=1[NH:31][C:32]1[CH:37]=[C:36]([CH3:38])[CH:35]=[C:34]([CH3:39])[N:33]=1)#[N:9]. Procedure details: TFA (1.0 ml, 13 mmol) was added to a solution of tert-butyl [3-({6-cyano-5-[(4,6-dimethylpyridin-2-yl)amino]pyridin-3-yl}amino)-1-(methylamino)-1-oxopropan-2-yl]carbamate (72 mg, 0.16 mmol) in DCM (2 ml) at room temperature. After 30 minutes, the reaction mixture was concentrated under reduced pressure to afford 3-({6-cyano-5-[(4,6-dimethylpyridin-2-yl)amino]pyridin-3-yl}amino)-N-methylalaninamide. The material was used in the next step without purification. MS ESI calc'd. for C17H22N7O [M+H]+ 3... Run in CO (methanol), C1(=CC=CC=C1)C (toluene). Yields the product C(#C)C=1C=C2C=CC=NC2=C(N1)C1=CC(=CC=C1)[N+](=O)[O-] (6-Ethynyl-8-(3-nitrophenyl)-1,7-naphthyridine). Reactants: C[Si](C)(C)C#CC=1C=C2C=CC=NC2=C(N1)C1=CC(=CC=C1)[N+](=O)[O-] (6-trimethylsilylethynyl-8-(3-nitrophenyl)-1,7-naphthyridine), [OH-].[K+] (potassium hydroxide). Conditions: time 2 hour. Procedure details: To a solution of 6-trimethylsilylethynyl-8-(3-nitrophenyl)-1,7-naphthyridine (77 mg, 0.22 mmol) in methanol (0.5 ml) and toluene (0.5 ml) is added 1N potassium hydroxide (0.22 ml). The mixture was stirred for 2 h. The suspension is filtered and the product washed with water and ether affording the title compound. Mass M+H 276; mp 215° C. decomposition. RXN SMILES: C[Si]([C:5]#[C:6][C:7]1[CH:8]=[C:9]2[C:14](=[C:15]([C:17]3[CH:22]=[CH:21][CH:20]=[C:19]([N+:23]([O-:25])=[O:24])[CH:18]=3)[N:16]=1)[N:13]=[CH:12][CH:11]=[CH:10]2)(C)C.[OH-].[K+]>CO.C1(C)C=CC=CC=1>[C:6]([C:7]1[CH:8]=[C:9]2[C:14](=[C:15]([C:17]3[CH:22]=[CH:21][CH:20]=[C:19]([N+:23]([O-:25])=[O:24])[CH:18]=3)[N:16]=1)[N:13]=[CH:12][CH:11]=[CH:10]2)#[CH:5] |f:1.2|.